This data is from the Open Reaction Database (ORD), a public repository of structured organic reaction records. The task is: describe an organic reaction: reactants, conditions, products, and yield Starting materials: CC1=C(C#N)C(c2cccc(Br)c2)NC(=O)N1, O=C([O-])[O-], [K+], [K+], CN(C)C=O, OB(O)c1ccncc1. The product is CC1=C(C#N)C(c2cccc(-c3ccncc3)c2)NC(=O)N1. Reaction SMILES: [Br:1][c:2]1[cH:3][c:4]([CH:8]2[C:9]([C:16]#[N:17])=[C:10]([CH3:15])[NH:11][C:12](=[O:14])[NH:13]2)[cH:5][cH:6][cH:7]1.[C:27](=[O:28])([O-:29])[O-:30].[K+:31].[K+:32].[O:33]=[CH:34][N:35]([CH3:36])[CH3:37].[n:18]1[cH:19][cH:20][c:21]([B:24]([OH:25])[OH:26])[cH:22][cH:23]1>>[c:2]1(-[c:21]2[cH:20][cH:19][n:18][cH:23][cH:22]2)[cH:3][c:4]([CH:8]2[C:9]([C:16]#[N:17])=[C:10]([CH3:15])[NH:11][C:12](=[O:14])[NH:13]2)[cH:5][cH:6][cH:7]1. Reactants: [N+](=O)([O-])C=1C=C(C(=O)Cl)C=CC1[N+](=O)[O-] (3,4 dinitrobenzoylchloride), N1CCOCC1 (morpholine). Run in C(Cl)Cl (methylene chloride), C(Cl)Cl (methylene chloride). Conditions: time 2 hour. Yields the product O1CCN(CC1)C(=O)C1=CC(=C(C=C1)[N+](=O)[O-])[N+](=O)[O-] (4-morpholinocarbonyl-1,2-dinitrobenzene). As a reaction SMILES: [N+:1]([C:4]1[CH:5]=[C:6]([CH:10]=[CH:11][C:12]=1[N+:13]([O-:15])=[O:14])[C:7](Cl)=[O:8])([O-:3])=[O:2].[NH:16]1[CH2:21][CH2:20][O:19][CH2:18][CH2:17]1>C(Cl)Cl>[O:19]1[CH2:20][CH2:21][N:16]([C:7]([C:6]2[CH:10]=[CH:11][C:12]([N+:13]([O-:15])=[O:14])=[C:4]([N+:1]([O-:3])=[O:2])[CH:5]=2)=[O:8])[CH2:17][CH2:18]1. Procedure details: A solution of 17.4 g (0.075 mol.) of 3,4 dinitrobenzoylchloride in 250 ml of methylene chloride is treated at 0°-20° C. with a solution of 13 g. (0.15 mol.) of morpholine in 100 ml. of methylene chloride. The solution is kept at 20°-25° C. for 2 hrs., the solvent is evaporated and the residue triturated with water. Recrystallization from methanol affords 4-morpholinocarbonyl-1,2-dinitrobenzene (m.p. 136°-137° C.). 17.0 G. of 4-morpholinocarbonyl-1,2-dinitrobenzene in 340 ml. of methanol is hydro...